This data is from the Open Reaction Database (ORD), a public repository of structured organic reaction records. The task is: describe an organic reaction: reactants, conditions, products, and yield Starting materials: Ice water, ClCCCN1C(C=C(C2=CC=CC=C12)C)=O (1-(3-chloropropyl)-4-methyl-2(1H)-quinolinone), N1CCC(CC1)C1=CNC2=CC=CC=C12 (3-(4-piperidinyl)-1H-indole), C(O)([O-])=O.[Na+] (sodium hydrogencarbonate). The solvent is CN(C=O)C (dimethylformamide). Yields the product N1C=C(C2=CC=CC=C12)C1CCN(CC1)CCCN1C(C=C(C2=CC=CC=C12)C)=O (1-[3-[4-(1H-indol-3-yl)-1-piperidinyl]propyl]-4-methyl-2-(1H)-quinolinone). The yield is 64.4%. As a reaction SMILES: Cl[CH2:2][CH2:3][CH2:4][N:5]1[C:14]2[C:9](=[CH:10][CH:11]=[CH:12][CH:13]=2)[C:8]([CH3:15])=[CH:7][C:6]1=[O:16].[NH:17]1[CH2:22][CH2:21][CH:20]([C:23]2[C:31]3[C:26](=[CH:27][CH:28]=[CH:29][CH:30]=3)[NH:25][CH:24]=2)[CH2:19][CH2:18]1.C(=O)([O-])O.[Na+]>CN(C)C=O>[NH:25]1[C:26]2[C:31](=[CH:30][CH:29]=[CH:28][CH:27]=2)[C:23]([CH:20]2[CH2:21][CH2:22][N:17]([CH2:2][CH2:3][CH2:4][N:5]3[C:14]4[C:9](=[CH:10][CH:11]=[CH:12][CH:13]=4)[C:8]([CH3:15])=[CH:7][C:6]3=[O:16])[CH2:18][CH2:19]2)=[CH:24]1 |f:2.3|. Reported procedure: A suspension of 1-(3-chloropropyl)-4-methyl-2(1H)-quinolinone (VI-4) (455 mg, 1.93 mmol), 3-(4-piperidinyl)-1H-indole (350 mg, 1.75 mmol) and sodium hydrogencarbonate (220 mg, 2.63 mmol) in dry dimethylformamide 6 ml was allowed to react at 90 ° C. for 15 hours. Ice-water was poured into the reaction mixture and then the separated solid was filtered off by aspiration. The solid was dissolved in chloroform, then dried and the solvent was distilled off under the reduced pressure. The residue was d... Starting materials: CCOc1ccc2ccc(B3OC(C)(C)C(C)(C)O3)cc2c1, Cc1nccn1Cc1cc(Cl)cnn1. The product is CCOc1ccc2ccc(-c3cnnc(Cn4ccnc4C)c3)cc2c1, Cl. Reaction SMILES: [CH2:1]([CH3:2])[O:3][c:4]1[cH:5][cH:6][c:7]2[cH:8][cH:9][c:10]([B:14]3[O:15][C:16]([CH3:17])([CH3:18])[C:19]([CH3:20])([CH3:21])[O:22]3)[cH:11][c:12]2[cH:13]1.[Cl:23][c:24]1[cH:25][c:26]([CH2:30][n:31]2[c:32]([CH3:36])[n:33][cH:34][cH:35]2)[n:27][n:28][cH:29]1>>[CH2:1]([CH3:2])[O:3][c:4]1[cH:5][cH:6][c:7]2[cH:8][cH:9][c:10](-[c:24]3[cH:25][c:26]([CH2:30][n:31]4[c:32]([CH3:36])[n:33][cH:34][cH:35]4)[n:27][n:28][cH:29]3)[cH:11][c:12]2[cH:13]1.[ClH:23]. Starting materials: C1(=CC=CC=C1)C1=NN2C(C=C(C=C2N)C2=CC=NC=C2)=N1 (2-phenyl-7-pyridin-4-yl-[1,2,4]triazolo[1,5-a]pyridin-5-ylamine), C(C1=CC=CC=C1)(=O)Cl (benzoylchloride). Yields the product C1(=CC=CC=C1)C1=NN2C(C=C(C=C2NC(C2=CC=CC=C2)=O)C2=CC=NC=C2)=N1 (N-(2-Phenyl-7-pyridin-4-yl-[1,2,4]triazolo[1,5-a]pyridin-5-yl)-benzamide). RXN SMILES: [C:1]1([C:7]2[N:22]=[C:10]3[CH:11]=[C:12]([C:16]4[CH:21]=[CH:20][N:19]=[CH:18][CH:17]=4)[CH:13]=[C:14]([NH2:15])[N:9]3[N:8]=2)[CH:6]=[CH:5][CH:4]=[CH:3][CH:2]=1.[C:23](Cl)(=[O:30])[C:24]1[CH:29]=[CH:28][CH:27]=[CH:26][CH:25]=1>>[C:1]1([C:7]2[N:22]=[C:10]3[CH:11]=[C:12]([C:16]4[CH:21]=[CH:20][N:19]=[CH:18][CH:17]=4)[CH:13]=[C:14]([NH:15][C:23](=[O:30])[C:24]4[CH:29]=[CH:28][CH:27]=[CH:26][CH:25]=4)[N:9]3[N:8]=2)[CH:2]=[CH:3][CH:4]=[CH:5][CH:6]=1. Procedure details: The title compound, MS m/e (%): 391 (M+, 100), was prepared in accordance with the general method of example 31 from 2-phenyl-7-pyridin-4-yl-[1,2,4]triazolo[1,5-a]pyridin-5-ylamine and benzoylchloride. Reactants: C(C1=CC=CC=C1)SC=1C=C(C(=O)OCC)C=C(C1SC1=CC=CC=C1)S(N)(=O)=O (ethyl 3-benzylthio-4-phenylthio-5-sulfamylbenzoate), [OH-].[Na+] (sodium hydroxide), Cl (hydrochloric acid). Run in C(C)O (ethanol). Run at time 10 minute. Product: C(C1=CC=CC=C1)SC=1C=C(C(=O)O)C=C(C1SC1=CC=CC=C1)S(N)(=O)=O (3-Benzylthio-4-phenylthio-5-sulfamylbenzoic acid). RXN SMILES: [CH2:1]([S:8][C:9]1[CH:10]=[C:11]([CH:17]=[C:18]([S:27](=[O:30])(=[O:29])[NH2:28])[C:19]=1[S:20][C:21]1[CH:26]=[CH:25][CH:24]=[CH:23][CH:22]=1)[C:12]([O:14]CC)=[O:13])[C:2]1[CH:7]=[CH:6][CH:5]=[CH:4][CH:3]=1.[OH-].[Na+].Cl>C(O)C>[CH2:1]([S:8][C:9]1[CH:10]=[C:11]([CH:17]=[C:18]([S:27](=[O:30])(=[O:29])[NH2:28])[C:19]=1[S:20][C:21]1[CH:22]=[CH:23][CH:24]=[CH:25][CH:26]=1)[C:12]([OH:14])=[O:13])[C:2]1[CH:7]=[CH:6][CH:5]=[CH:4][CH:3]=1 |f:1.2|. Reported procedure: A mixture of ethyl 3-benzylthio-4-phenylthio-5-sulfamylbenzoate (0.35 g), 1 N sodium hydroxide (10 ml), and ethanol (5 ml) is stirred for 10 minutes. The resulting solution is boiled for 2 minutes and is thereafter left for 1 hour to reach room temperature. 1 N hydrochloric acid (10.5 ml) is added to precipitate 3-benzylthio-4-pnenylthio-5-sulfamylbenzoic acid. After collection by filtration and recrystallization from aqueous ethanol the compound is obtained with a melting point of 208° - 209°C. The reactants are CCOCC, CCN(C(C)C)C(C)C, ClCCl, Cl, COc1ccc(CC(N)C(=O)NCCCCc2ccccc2)c2ccn(S(=O)(=O)c3ccccc3)c12, O=S(=O)(Cl)c1ccccc1. Yields the product COc1ccc(CC(NS(=O)(=O)c2ccccc2)C(=O)NCCCCc2ccccc2)c2ccn(S(=O)(=O)c3ccccc3)c12. As a reaction SMILES: [CH3:60][CH2:61][O:62][CH2:63][CH3:64].[CH:1]([N:2]([CH2:3][CH3:4])[CH:5]([CH3:6])[CH3:7])([CH3:8])[CH3:9].[Cl:57][CH2:58][Cl:59].[ClH:46].[NH2:10][CH:11]([C:12](=[O:13])[NH:14][CH2:15][CH2:16][CH2:17][CH2:18][c:19]1[cH:20][cH:21][cH:22][cH:23][cH:24]1)[CH2:25][c:26]1[c:27]2[cH:28][cH:29][n:30]([S:37](=[O:38])(=[O:39])[c:40]3[cH:41][cH:42][cH:43][cH:44][cH:45]3)[c:31]2[c:32]([O:35][CH3:36])[cH:33][cH:34]1.[c:47]1([S:53](=[O:54])(=[O:55])[Cl:56])[cH:48][cH:49][cH:50][cH:51][cH:52]1>>[NH:10]([CH:11]([C:12](=[O:13])[NH:14][CH2:15][CH2:16][CH2:17][CH2:18][c:19]1[cH:20][cH:21][cH:22][cH:23][cH:24]1)[CH2:25][c:26]1[c:27]2[cH:28][cH:29][n:30]([S:37](=[O:38])(=[O:39])[c:40]3[cH:41][cH:42][cH:43][cH:44][cH:45]3)[c:31]2[c:32]([O:35][CH3:36])[cH:33][cH:34]1)[S:53]([c:47]1[cH:48][cH:49][cH:50][cH:51][cH:52]1)(=[O:54])=[O:55]. Starting materials: CCn1ncc2c1-c1ccccc1OC21CCN(C(=O)OCc2ccccc2)CC1, CO, [H][H]. Product: CCn1ncc2c1-c1ccccc1OC21CCNCC1. Reaction SMILES: [CH2:1]([CH3:2])[n:3]1[n:4][cH:5][c:6]2[c:7]1-[c:8]1[cH:9][cH:10][cH:11][cH:12][c:13]1[O:14][C:15]21[CH2:16][CH2:17][N:18]([C:21]([O:22][CH2:23][c:24]2[cH:25][cH:26][cH:27][cH:28][cH:29]2)=[O:30])[CH2:19][CH2:20]1.[CH3:33][OH:34].[H:31][H:32]>>[CH2:1]([CH3:2])[n:3]1[n:4][cH:5][c:6]2[c:7]1-[c:8]1[cH:9][cH:10][cH:11][cH:12][c:13]1[O:14][C:15]21[CH2:16][CH2:17][NH:18][CH2:19][CH2:20]1. Starting materials: 3A, ClC1=C2C(C(N(C2=CC=C1)C(C1=CC=CC=C1)C1=CC=CC=C1)=O)=O (4-chloro-1-(diphenylmethyl)-1H-indole-2,3-dione), C(C1=CC=CC=C1)(C1=CC=CC=C1)N1C(C(C2=CC=CC=C12)=O)=O (1-benzhydrylindoline-2,3-dione), O1CCC2=C1C=C(C=C2)O (2,3-dihydrobenzofuran-6-ol), COC=1C=C(C=CC1C)O (3-methoxy-4-methylphenol). The product is ClC1=C2C(C(N(C2=CC=C1)C(C1=CC=CC=C1)C1=CC=CC=C1)=O)(C=1C(=CC2=C(CCO2)C1)O)O (4-chloro-1-(diphenylmethyl)-3-hydroxy-3-(6-hydroxy-2,3-dihydro-1-benzofuran-5-yl)-1,3-dihydro-2H-indol-2-one). Reaction SMILES: [O:1]1[C:5]2[CH:6]=[C:7]([OH:10])[CH:8]=[CH:9][C:4]=2[CH2:3][CH2:2]1.COC1C=C(O)C=CC=1C.[Cl:21][C:22]1[CH:30]=[CH:29][CH:28]=[C:27]2[C:23]=1[C:24](=[O:45])[C:25](=[O:44])[N:26]2[CH:31]([C:38]1[CH:43]=[CH:42][CH:41]=[CH:40][CH:39]=1)[C:32]1[CH:37]=[CH:36][CH:35]=[CH:34][CH:33]=1.C(N1C2C(=CC=CC=2)C(=O)C1=O)(C1C=CC=CC=1)C1C=CC=CC=1>>[Cl:21][C:22]1[CH:30]=[CH:29][CH:28]=[C:27]2[C:23]=1[C:24]([OH:45])([C:8]1[C:7]([OH:10])=[CH:6][C:5]3[O:1][CH2:2][CH2:3][C:4]=3[CH:9]=1)[C:25](=[O:44])[N:26]2[CH:31]([C:32]1[CH:33]=[CH:34][CH:35]=[CH:36][CH:37]=1)[C:38]1[CH:43]=[CH:42][CH:41]=[CH:40][CH:39]=1. Procedure details: Following the procedure as described in PREPARATION 3A, and making non-critical variations using 2,3-dihydrobenzofuran-6-ol to replace 3-methoxy-4-methylphenol, and 4-chloro-1-(diphenylmethyl)-1H-indole-2,3-dione to replace 1-benzhydrylindoline-2,3-dione, 4-chloro-1-(diphenylmethyl)-3-hydroxy-3-(6-hydroxy-2,3-dihydro-1-benzofuran-5-yl)-1,3-dihydro-2H-indol-2-one was obtained (87%) as a beige solid: 1H NMR (300 MHz, CDCl3) δ 8.66 (br s, 1H), 7.36-7.16 (m, 10H), 7.05-7.01 (m, 2H), 6.89 (s, 1H), 6.... The reactants are C=1C=CC(=CC1)P(C=2C=CC=CC2)C3=CC=C4C=CC=CC4=C3C5=C6C=CC=CC6=CC=C5P(C=7C=CC=CC7)C=8C=CC=CC8 (BINAP), CC(C)([O-])C.[Na+] (sodium-t-butoxide), ClC1=CC=C(C=C1)Br (4-chlorobromobenzene), C(C)(C)(C)OC(=O)N1C[C@H](NCC1)C (3-(R)-Methyl-piperazine-1-carboxylic acid tert-butyl ester). Reagents/catalysts: [Pd].[Pd].C(C1=CC=CC=C1)=CC(=O)C=CC1=CC=CC=C1.C(C1=CC=CC=C1)=CC(=O)C=CC1=CC=CC=C1.C(C1=CC=CC=C1)=CC(=O)C=CC1=CC=CC=C1 (tris(dibenzylideneacetone) dipalladium(0)). Solvent: C1(=CC=CC=C1)C (toluene). Conditions: temperature 110 celsius. Yields the product C(C)(C)(C)OC(=O)N1C[C@H](N(CC1)C1=CC=C(C=C1)Cl)C (4-(4-Chloro-phenyl)-3-(R)-methyl-piperazine-1-carboxylic acid tert-butyl ester). Reaction SMILES: [Cl:1][C:2]1[CH:7]=[CH:6][C:5](Br)=[CH:4][CH:3]=1.[C:9]([O:13][C:14]([N:16]1[CH2:21][CH2:20][NH:19][C@H:18]([CH3:22])[CH2:17]1)=[O:15])([CH3:12])([CH3:11])[CH3:10].C1C=CC(P(C2C(C3C(P(C4C=CC=CC=4)C4C=CC=CC=4)=CC=C4C=3C=CC=C4)=C3C(C=CC=C3)=CC=2)C2C=CC=CC=2)=CC=1.CC(C)([O-])C.[Na+]>C1(C)C=CC=CC=1.[Pd].[Pd].C(=CC(C=CC1C=CC=CC=1)=O)C1C=CC=CC=1.C(=CC(C=CC1C=CC=CC=1)=O)C1C=CC=CC=1.C(=CC(C=CC1C=CC=CC=1)=O)C1C=CC=CC=1>[C:9]([O:13][C:14]([N:16]1[CH2:21][CH2:20][N:19]([C:5]2[CH:6]=[CH:7][C:2]([Cl:1])=[CH:3][CH:4]=2)[C@H:18]([CH3:22])[CH2:17]1)=[O:15])([CH3:12])([CH3:10])[CH3:11] |f:3.4,6.7.8.9.10|. Reported procedure: To a mixture of 4-chlorobromobenzene (0.53 g, 2.75 mmol) and 3-(R)-Methyl-piperazine-1-carboxylic acid tert-butyl ester (0.5 g, 2.5 mmol) in toluene (20 mL) was added tris(dibenzylideneacetone) dipalladium(0) (0.029 g, 0.032 mmol), BINAP (0.058 g, 0.093 mmol) and sodium-t-butoxide (1.01 g, 10.5 mmol). The resulting mixture was heated 110° C. for 20 h. The solvent was evaporated and the residue was taken up in ethyl acetate and washed with saturated aqueous sodium bicarbonate and brine and dried ... The reactants are C1(CC1)C=1NC2=C(N1)C(=CC=C2CO)OC (2-cyclopropyl-7-methoxy-3H-benzimidazole-4-methanol). The reagents and catalysts are [O-2].[O-2].[Mn+4] (manganese dioxide). The solvent is C1(=CC=CC=C1)C (toluene), ClCCl (dichloromethane). Run at temperature 85 celsius, time 3 hour. Product: C1(CC1)C=1NC2=C(N1)C(=CC=C2C=O)OC (2-Cyclopropyl-7-methoxy-3H-benzimidazole-4-carbaldehyde). Reaction SMILES: [CH:1]1([C:4]2[NH:5][C:6]3[C:12]([CH2:13][OH:14])=[CH:11][CH:10]=[C:9]([O:15][CH3:16])[C:7]=3[N:8]=2)[CH2:3][CH2:2]1>C1(C)C=CC=CC=1.ClCCl.[O-2].[O-2].[Mn+4]>[CH:1]1([C:4]2[NH:5][C:6]3[C:12]([CH:13]=[O:14])=[CH:11][CH:10]=[C:9]([O:15][CH3:16])[C:7]=3[N:8]=2)[CH2:2][CH2:3]1 |f:3.4.5|. Procedure details: A stirred suspension of 2-cyclopropyl-7-methoxy-3H-benzimidazole-4-methanol [7.73 g, Reference Example 22(a)] in a mixture of toluene (250 ml) and dichloromethane (150 ml), at room temperature and under nitrogen, was treated portionwise with activated manganese dioxide (11 g). The resulting suspension was stirred under nitrogen at 85° C. for 3 hours. The suspension was allowed to cool slightly and was then filtered through hyflosupercel washing the filter pad six times with hot ethyl acetate (50... Starting materials: Cc1cc(O)c(SC23CC4CC(CC(C4)C2)C3)c(=O)o1, CC(=O)O, O, OO. The product is Cc1cc(O)c(S(=O)C23CC4CC(CC(C4)C2)C3)c(=O)o1. RXN SMILES: [C:1]12([S:11][c:12]3[c:13](=[O:20])[o:14][c:15]([CH3:19])[cH:16][c:17]3[OH:18])[CH2:2][CH:3]3[CH2:4][CH:5]([CH2:6][CH:7]([CH2:8]1)[CH2:9]3)[CH2:10]2.[CH3:21][C:22]([OH:23])=[O:24].[OH2:27].[OH:25][OH:26]>>[C:1]12([S:11]([c:12]3[c:13](=[O:20])[o:14][c:15]([CH3:19])[cH:16][c:17]3[OH:18])=[O:23])[CH2:2][CH:3]3[CH2:4][CH:5]([CH2:6][CH:7]([CH2:8]1)[CH2:9]3)[CH2:10]2.